Dataset: the Open Reaction Database (ORD), a public repository of structured organic reaction records. Task: describe an organic reaction: reactants, conditions, products, and yield Yields the product Nc1cc(F)c(Oc2cc(Cl)nc3[nH]ccc23)c(F)c1. Starting materials: O=C([O-])[O-], CS(C)=O, CCOC(C)=O, O=[N+]([O-])c1cc(Cl)nc2[nH]ccc12, Cl, [K+], [K+], Nc1cc(F)c(O)c(F)c1, [Na+], [Na+], O=S([O-])S(=O)[O-]. As a reaction SMILES: [C:14](=[O:15])([O-:16])[O-:17].[CH3:39][S:40]([CH3:41])=[O:42].[CH3:43][CH2:44][O:45][C:46](=[O:47])[CH3:48].[Cl:1][c:2]1[cH:3][c:4]([N+:11]([O-:12])=[O:13])[c:5]2[c:6]([n:7]1)[nH:8][cH:9][cH:10]2.[ClH:28].[K+:18].[K+:19].[NH2:29][c:30]1[cH:31][c:32]([F:38])[c:33]([OH:37])[c:34]([F:36])[cH:35]1.[Na+:26].[Na+:27].[S:20]([S:21]([O-:22])=[O:23])([O-:24])=[O:25]>>[Cl:1][c:2]1[cH:3][c:4]([O:37][c:33]2[c:32]([F:38])[cH:31][c:30]([NH2:29])[cH:35][c:34]2[F:36])[c:5]2[c:6]([n:7]1)[nH:8][cH:9][cH:10]2. Reactants: CCOC(C)=O, CCN(C(C)C)C(C)C, Cc1cc(NC(=O)c2ccc(Cl)nc2)ccc1I, CCOC(=O)C1CCNCC1, C1COCCO1, O. The product is CCOC(=O)C1CCN(c2ccc(C(=O)Nc3ccc(I)c(C)c3)cn2)CC1. RXN SMILES: [CH3:39][CH2:40][O:41][C:42]([CH3:43])=[O:44].[CH:30]([N:31]([CH:32]([CH3:33])[CH3:34])[CH2:35][CH3:36])([CH3:37])[CH3:38].[Cl:1][c:2]1[n:3][cH:4][c:5]([C:6](=[O:7])[NH:8][c:9]2[cH:10][c:11]([CH3:16])[c:12]([I:15])[cH:13][cH:14]2)[cH:17][cH:18]1.[NH:19]1[CH2:20][CH2:21][CH:22]([C:23](=[O:24])[O:25][CH2:26][CH3:27])[CH2:28][CH2:29]1.[O:45]1[CH2:46][CH2:47][O:48][CH2:49][CH2:50]1.[OH2:51]>>[c:2]1([N:19]2[CH2:20][CH2:21][CH:22]([C:23](=[O:24])[O:25][CH2:26][CH3:27])[CH2:28][CH2:29]2)[n:3][cH:4][c:5]([C:6](=[O:7])[NH:8][c:9]2[cH:10][c:11]([CH3:16])[c:12]([I:15])[cH:13][cH:14]2)[cH:17][cH:18]1. The reactants are C([O-])([O-])=O.[Na+].[Na+] (sodium carbonate), NC1=NC=2C=C(C=CC2C2=C1N=C(N2CCCONC(C(C)C)=O)CCC)Br (N-[3-(4-amino-7-bromo-2-propyl-1H-imidazo[4,5-c]quinolin-1-yl)propoxy]-2-methylpropanamide), C([O-])([O-])=O.[Na+].[Na+] (sodium carbonate), C1(=CC=CC=C1)B(O)O (phenylboronic acid), C1(=CC=CC=C1)P(C1=CC=CC=C1)C1=CC=CC=C1 (triphenylphosphine), C1(=CC=CC=C1)B(O)O (phenylboronic acid), C1(=CC=CC=C1)P(C1=CC=CC=C1)C1=CC=CC=C1 (triphenylphosphine), C1(=CC=CC=C1)B(O)O (phenylboronic acid), C1(=CC=CC=C1)P(C1=CC=CC=C1)C1=CC=CC=C1 (triphenylphosphine). The reagents and catalysts are C(C)(=O)[O-].[Pd+2].C(C)(=O)[O-] (palladium (II) acetate), C(C)(=O)[O-].[Pd+2].C(C)(=O)[O-] (palladium (II) acetate), C(C)(=O)[O-].[Pd+2].C(C)(=O)[O-] (palladium (II) acetate). Run in C1(=CC=CC=C1)C (toluene), O (water), C(Cl)(Cl)Cl (chloroform), C(CC)O (n-propanol). Reaction conditions: temperature 100 celsius. Product: NC1=NC=2C=C(C=CC2C2=C1N=C(N2CCCONC(C(C)C)=O)CCC)C2=CC=CC=C2 (N-[3-(4-Amino-7-phenyl-2-propyl-1H-imidazo[4,5-c]quinolin-1-yl)propoxy]-2-methylpropanamide). RXN SMILES: [NH2:1][C:2]1[C:11]2[N:12]=[C:13]([CH2:25][CH2:26][CH3:27])[N:14]([CH2:15][CH2:16][CH2:17][O:18][NH:19][C:20](=[O:24])[CH:21]([CH3:23])[CH3:22])[C:10]=2[C:9]2[CH:8]=[CH:7][C:6](Br)=[CH:5][C:4]=2[N:3]=1.[C:29]1(B(O)O)[CH:34]=[CH:33][CH:32]=[CH:31][CH:30]=1.C1(P(C2C=CC=CC=2)C2C=CC=CC=2)C=CC=CC=1.C(=O)([O-])[O-].[Na+].[Na+]>C1(C)C=CC=CC=1.C(Cl)(Cl)Cl.C([O-])(=O)C.[Pd+2].C([O-])(=O)C.O.C(O)CC>[NH2:1][C:2]1[C:11]2[N:12]=[C:13]([CH2:25][CH2:26][CH3:27])[N:14]([CH2:15][CH2:16][CH2:17][O:18][NH:19][C:20](=[O:24])[CH:21]([CH3:23])[CH3:22])[C:10]=2[C:9]2[CH:8]=[CH:7][C:6]([C:29]3[CH:34]=[CH:33][CH:32]=[CH:31][CH:30]=3)=[CH:5][C:4]=2[N:3]=1 |f:3.4.5,8.9.10|. Procedure: Under a nitrogen atmosphere, N-[3-(4-amino-7-bromo-2-propyl-1H-imidazo[4,5-c]quinolin-1-yl)propoxy]-2-methylpropanamide (300 mg, 0.67 mmol), phenylboronic acid (123 mg, 1.01 mmol), a solution of palladium (II) acetate (1.5 mg, 0.0067 mmol) in hot toluene (0.2 mL), triphenylphosphine (5.3 mg, 0.02 mmol), and 2 M aqueous sodium carbonate (0.4 mL, 0.8 mmol) were combined in 5:1 n-propanol:water (1.44 mL). The solution was placed under vacuum and back-filled with nitrogen gas three times and then he...